This data is from the Open Reaction Database (ORD), a public repository of structured organic reaction records. The task is: describe an organic reaction: reactants, conditions, products, and yield The reactants are BrCC(=O)OC (methyl bromoacetate), SC=1C=C(C(=O)O)C=CC1 (3-mercaptobenzoic acid). Product: COC(=O)CSC=1C=C(C(=O)O)C=CC1 (3-[(Methoxycarbonyl)methylthio]benzoic Acid). As a reaction SMILES: Br[CH2:2][C:3]([O:5][CH3:6])=[O:4].[SH:7][C:8]1[CH:9]=[C:10]([CH:14]=[CH:15][CH:16]=1)[C:11]([OH:13])=[O:12]>>[CH3:6][O:5][C:3]([CH2:2][S:7][C:8]1[CH:9]=[C:10]([CH:14]=[CH:15][CH:16]=1)[C:11]([OH:13])=[O:12])=[O:4]. Procedure: From methyl bromoacetate and 3-mercaptobenzoic acid (30%): MS (ES-Neg): [M−H]− 225.